Dataset: the Open Reaction Database (ORD), a public repository of structured organic reaction records. Task: describe an organic reaction: reactants, conditions, products, and yield Reaction SMILES: [CH2:1]([c:2]1[cH:3][cH:4][cH:5][cH:6][cH:7]1)[O:8][C:9](=[O:10])[N:11]1[CH2:12][CH:13]([C:17](=[O:18])[OH:19])[CH2:14][CH2:15][CH2:16]1.[CH2:32]1[O:33][CH2:34][CH2:35][CH2:36]1.[CH3:20][CH:21]1[CH2:22][NH:23][CH2:24][CH2:25][O:26]1.[CH3:28][NH:29][O:30][CH3:31].[ClH:27]>>[CH2:1]([c:2]1[cH:3][cH:4][cH:5][cH:6][cH:7]1)[O:8][C:9](=[O:10])[N:11]1[CH2:12][CH:13]([C:17](=[O:19])[N:29]([CH3:28])[O:30][CH3:31])[CH2:14][CH2:15][CH2:16]1. The product is CON(C)C(=O)C1CCCN(C(=O)OCc2ccccc2)C1. Starting materials: O=C(O)C1CCCN(C(=O)OCc2ccccc2)C1, C1CCOC1, CC1CNCCO1, CNOC, Cl. The reactants are COC1=CC=C(CN2N=CN=C2)C=C1 (1-(4-methoxybenzyl)-1H-1,2,4-triazole), C(CCC)[Li] (n-butyllithium), C(C)C(C=O)CC (2-ethylbutyraldehyde), 2h. The solvent is C1CCOC1 (THF). Yields the product C(C)C(C(O)C1=NC=NN1CC1=CC=C(C=C1)OC)CC (2-ethyl-1-[1-(4-methoxybenzyl)-1H-1,2,4-triazol-5-yl]butan-1-ol). The yield is 114.1%. RXN SMILES: [CH3:1][O:2][C:3]1[CH:14]=[CH:13][C:6]([CH2:7][N:8]2[CH:12]=[N:11][CH:10]=[N:9]2)=[CH:5][CH:4]=1.C([Li])CCC.[CH2:20]([CH:22]([CH2:25][CH3:26])[CH:23]=[O:24])[CH3:21]>C1COCC1>[CH2:20]([CH:22]([CH2:25][CH3:26])[CH:23]([C:12]1[N:8]([CH2:7][C:6]2[CH:5]=[CH:4][C:3]([O:2][CH3:1])=[CH:14][CH:13]=2)[N:9]=[CH:10][N:11]=1)[OH:24])[CH3:21]. Reported procedure: To a solution of 1-(4-methoxybenzyl)-1H-1,2,4-triazole (2.12 g, 11.2 mmol) in THF (120 mL) at −78° C. was added a solution of n-butyllithium (2.5 M in hexanes, 4.9 mL, 12.3 mmol) over a period of 20 min. The solution was stirred at −78° C. for 2h and 45 min. Then 2-ethylbutyraldehyde (0.65 mL, 5.3 mmol) was added. After 1.5 h the reaction mixture was warmed to room temperature, quenched with saturated aqueous ammonium chloride, extracted with EtOAc and dried over Na2SO4. After removal of the sol... Starting materials: ClC=1NC2=C(N1)C=CC=C2 (2-chlorobenzimidazole), FC=1C=C(N)C=CC1F (3,4-difluoroaniline). Product: N1=C(NC2=C1C=CC=C2)NC2=CC(=C(C=C2)F)F (N-(Benzimidazol-2-yl)-3,4-difluoroaniline), hydrochloride salt. RXN SMILES: Cl[C:2]1[NH:3][C:4]2[CH:10]=[CH:9][CH:8]=[CH:7][C:5]=2[N:6]=1.[F:11][C:12]1[CH:13]=[C:14]([CH:16]=[CH:17][C:18]=1[F:19])[NH2:15]>>[N:6]1[C:5]2[CH:7]=[CH:8][CH:9]=[CH:10][C:4]=2[NH:3][C:2]=1[NH:15][C:14]1[CH:16]=[CH:17][C:18]([F:19])=[C:12]([F:11])[CH:13]=1. Procedure details: The title compound was prepared from 2-chlorobenzimidazole and 3,4-difluoroaniline by Procedure A. The product was isolated by filtration to give the title compound as a hydrochloride salt (white solid, mp 283-284° C.). MS(ES+) m/z 246 ([M+1]+, 100). The reactants are [Cl-] (chloride), [Cl-] (chloride), C(C=1C(O)=CC=CC1)=O (salicylaldehyde), C1(=C(C=CC=C1)N)N (o-phenylenediamine). The solvent is CO (methanol). Product: C1=CC=C(C(=C1)NC=C2C=CC=CC2=O)NC=C3C=CC=CC3=O (salphen). RXN SMILES: [Cl-].[CH:2](=O)[C:3]1[C:4](=[CH:6][CH:7]=[CH:8][CH:9]=1)[OH:5].[C:11]1([NH2:18])[CH:16]=[CH:15][CH:14]=[CH:13][C:12]=1[NH2:17]>CO>[CH:14]1[CH:13]=[C:12]([NH:17][CH:2]=[C:3]2[C:4](=[O:5])[CH:6]=[CH:7][CH:8]=[CH:9]2)[C:11]([NH:18][CH:2]=[C:3]2[C:4](=[O:5])[CH:6]=[CH:7][CH:8]=[CH:9]2)=[CH:16][CH:15]=1. Reported procedure: chloride (compound 29). Two equivalents of salicylaldehyde (2.2 g, 18.1 mmol) was mixed with one equivalent of o-phenylenediamine (920 mg, 8.4 mmol) in methanol that resulted in light orange precipitate of salphen ligand (L8). This ligand (500 mg, 1.6 mmol) was complexed with one equivalent of Fe(III) chloride (295 mg, 1.8 mmol) to obtain compound 29 (65% yield). Observed m/z value for compound 29: 370.18 (M+, —Cl). CHN analysis: Calculated (for C20H14N2O2FeCl. 2.5H2O) C: 53.37%, H, 4.26%, N, 6....